Task: describe an organic reaction: reactants, conditions, products, and yield. Dataset: the Open Reaction Database (ORD), a public repository of structured organic reaction records The reactants are CC(=O)Oc1cc(Cl)c(Oc2ccc(N)cc2)c(Cl)c1C, CC(=O)O, CC(C)=O, [Ca+2], [O-]Cl, [O-]Cl, O. Yields the product CC(=O)Oc1cc(Cl)c(Oc2ccc(N)c(Cl)c2)c(Cl)c1C. Reaction SMILES: [C:6]([CH3:7])(=[O:8])[O:9][c:10]1[c:11]([CH3:26])[c:12]([Cl:25])[c:13]([O:17][c:18]2[cH:19][cH:20][c:21]([NH2:24])[cH:22][cH:23]2)[c:14]([Cl:16])[cH:15]1.[CH3:28][C:29](=[O:30])[OH:31].[CH3:32][C:33](=[O:34])[CH3:35].[Ca+2:3].[Cl:1][O-:2].[Cl:4][O-:5].[OH2:27]>>[Cl:1][c:20]1[cH:19][c:18]([O:17][c:13]2[c:12]([Cl:25])[c:11]([CH3:26])[c:10]([O:9][C:6]([CH3:7])=[O:8])[cH:15][c:14]2[Cl:16])[cH:23][cH:22][c:21]1[NH2:24].